Dataset: the Open Reaction Database (ORD), a public repository of structured organic reaction records. Task: describe an organic reaction: reactants, conditions, products, and yield Reported procedure: To N,N-dimethylformamide 0.5 mL solution of benzyl bromide 41 mg were added tert-butyl 2-amino-4-phenylbenzoate 54 mg and potassium carbonate 55 mg at room temperature, and it was stirred at 80° C. for 9 hours. After the reaction mixture was cooled to room temperature, ethyl acetate and 1.0 mol/L hydrochloric acid were added to it. The organic layer was separated and collected,dried over anhydrous magnesium sulfate after washing with saturated sodium chloride aqueous solution, and the solvent wa... Yields the product C(C1=CC=CC=C1)NC1=C(C(=O)OC(C)(C)C)C=CC(=C1)C1=CC=CC=C1 (tert-butyl 2-benzylamino-4-phenylbenzoate). Solvent: CN(C=O)C (N,N-dimethylformamide), C(C)(=O)OCC (ethyl acetate). Yield: 62.4%. Reaction conditions: temperature 80 celsius, time 9 hour. As a reaction SMILES: [CH2:1](Br)[C:2]1[CH:7]=[CH:6][CH:5]=[CH:4][CH:3]=1.[NH2:9][C:10]1[CH:22]=[C:21]([C:23]2[CH:28]=[CH:27][CH:26]=[CH:25][CH:24]=2)[CH:20]=[CH:19][C:11]=1[C:12]([O:14][C:15]([CH3:18])([CH3:17])[CH3:16])=[O:13].C(=O)([O-])[O-].[K+].[K+].Cl>C(OCC)(=O)C.CN(C)C=O>[CH2:1]([NH:9][C:10]1[CH:22]=[C:21]([C:23]2[CH:24]=[CH:25][CH:26]=[CH:27][CH:28]=2)[CH:20]=[CH:19][C:11]=1[C:12]([O:14][C:15]([CH3:18])([CH3:17])[CH3:16])=[O:13])[C:2]1[CH:7]=[CH:6][CH:5]=[CH:4][CH:3]=1 |f:2.3.4|. The reactants are C(C1=CC=CC=C1)Br (benzyl bromide), NC1=C(C(=O)OC(C)(C)C)C=CC(=C1)C1=CC=CC=C1 (tert-butyl 2-amino-4-phenylbenzoate), C([O-])([O-])=O.[K+].[K+] (potassium carbonate), Cl (hydrochloric acid). Starting materials: CC1(C)CCC(C)(C)c2cc(Br)c(O)cc21, CC(=O)OCCCCCBr, O=C([O-])[O-], CCC(C)=O, CCOC(C)=O, [K+], [K+], O. Yields the product CC(=O)OCCCCCOc1cc2c(cc1Br)C(C)(C)CCC2(C)C. RXN SMILES: [Br:1][c:2]1[c:3]([OH:16])[cH:4][c:5]2[c:10]([cH:11]1)[C:9]([CH3:12])([CH3:13])[CH2:8][CH2:7][C:6]2([CH3:14])[CH3:15].[C:17]([CH3:18])(=[O:19])[O:20][CH2:21][CH2:22][CH2:23][CH2:24][CH2:25][Br:26].[C:27](=[O:28])([O-:29])[O-:30].[CH2:34]([C:35]([CH3:36])=[O:37])[CH3:38].[CH3:39][CH2:40][O:41][C:42](=[O:43])[CH3:44].[K+:31].[K+:32].[OH2:33]>>[Br:1][c:2]1[c:3]([O:16][CH2:25][CH2:24][CH2:23][CH2:22][CH2:21][O:20][C:17]([CH3:18])=[O:19])[cH:4][c:5]2[c:10]([cH:11]1)[C:9]([CH3:12])([CH3:13])[CH2:8][CH2:7][C:6]2([CH3:14])[CH3:15].